This data is from the Open Reaction Database (ORD), a public repository of structured organic reaction records. The task is: describe an organic reaction: reactants, conditions, products, and yield Starting materials: CN(C)c1cccc(Br)c1, CCCCCCCCCCCC, NC1CCCCC1N, ClCCl, [I-], [K+], [K+], [K+], C1COCCO1, O=P([O-])([O-])[O-], COC(=O)c1c[nH]c2ncccc12. The product is COC(=O)c1cn(-c2cccc(N(C)C)c2)c2ncccc12. As a reaction SMILES: [Br:10][c:11]1[cH:12][c:13]([N:14]([CH3:15])[CH3:16])[cH:17][cH:18][cH:19]1.[CH3:41][CH2:42][CH2:43][CH2:44][CH2:45][CH2:46][CH2:47][CH2:48][CH2:49][CH2:50][CH2:51][CH3:52].[CH:20]1([NH2:21])[CH2:22][CH2:23][CH2:24][CH2:25][CH:26]1[NH2:27].[Cl:59][CH2:60][Cl:61].[I-:1].[K+:7].[K+:8].[K+:9].[O:53]1[CH2:54][CH2:55][O:56][CH2:57][CH2:58]1.[P:2]([O-:3])([O-:4])([O-:5])=[O:6].[nH:28]1[cH:29][c:30]([C:37](=[O:38])[O:39][CH3:40])[c:31]2[c:32]1[n:33][cH:34][cH:35][cH:36]2>>[c:11]1(-[n:28]2[cH:29][c:30]([C:37](=[O:38])[O:39][CH3:40])[c:31]3[c:32]2[n:33][cH:34][cH:35][cH:36]3)[cH:12][c:13]([N:14]([CH3:15])[CH3:16])[cH:17][cH:18][cH:19]1. Starting materials: C(C)(=O)C=1C=C2C(N=C(NC2=CC1)CCCC)=O (6-acetyl-2-butyl-4(1H)-quinazolinone), C1(=CC=CC=C1)[Mg]Br (phenylmagnesium bromide). Solvent: [Cl-].[NH4+] (ammonium chloride), O1CCCC1 (tetrahydrofuran). Reaction conditions: time 8 hour. Product: C(CCC)C=1NC2=CC=C(C=C2C(N1)=O)C(C)(C1=CC=CC=C1)O (2-Butyl-6-(1-hydroxy-1-phenylethyl)-4(1H)-quinazolinone). RXN SMILES: [C:1]([C:4]1[CH:5]=[C:6]2[C:11](=[CH:12][CH:13]=1)[NH:10][C:9]([CH2:14][CH2:15][CH2:16][CH3:17])=[N:8][C:7]2=[O:18])(=[O:3])[CH3:2].[C:19]1([Mg]Br)[CH:24]=[CH:23][CH:22]=[CH:21][CH:20]=1>O1CCCC1.[Cl-].[NH4+]>[CH2:14]([C:9]1[NH:10][C:11]2[C:6]([C:7](=[O:18])[N:8]=1)=[CH:5][C:4]([C:1]([OH:3])([C:19]1[CH:24]=[CH:23][CH:22]=[CH:21][CH:20]=1)[CH3:2])=[CH:13][CH:12]=2)[CH2:15][CH2:16][CH3:17] |f:3.4|. Procedure details: To a solution of 2.08 g of 6-acetyl-2-butyl-4(1H)-quinazolinone in 80 ml of tetrahydrofuran is added dropwise at room temperature 14.2 ml of 3.0M phenylmagnesium bromide. The reaction mixture is stirred at room temperature overnight then diluted with aqueous ammonium chloride and extracted with chloroform. The organic layer is dried and evaporated in vacuo to a residue which is purified by column chromatography on silica gel by elution with 1:1 ethyl acetate-hexanes to give 0.535 g of the desire... The reactants are C(C)OC(=O)C1(CC2=CC=C(C=C2C1)Cl)NC(C1=C(C(=CC=C1)C)OC1CCC1)=O (2-(2-Cyclobutoxy-3-methyl-benzoylamino)-5-chloro-indan-2-carboxylic acid ethyl ester), [OH-].[K+] (KOH). Solvent: CCO (EtOH). The product is C1(CCC1)OC1=C(C(=O)NC2(CC3=CC=C(C=C3C2)Cl)C(=O)O)C=CC=C1C (2-(2-Cyclobutoxy-3-methyl-benzoylamino)-5-chloro-indan-2-carboxylic acid), solid. Isolated yield 93.0%. As a reaction SMILES: C([O:3][C:4]([C:6]1([NH:16][C:17](=[O:30])[C:18]2[CH:23]=[CH:22][CH:21]=[C:20]([CH3:24])[C:19]=2[O:25][CH:26]2[CH2:29][CH2:28][CH2:27]2)[CH2:14][C:13]2[C:8](=[CH:9][CH:10]=[C:11]([Cl:15])[CH:12]=2)[CH2:7]1)=[O:5])C.[OH-].[K+]>CCO>[CH:26]1([O:25][C:19]2[C:20]([CH3:24])=[CH:21][CH:22]=[CH:23][C:18]=2[C:17]([NH:16][C:6]2([C:4]([OH:5])=[O:3])[CH2:14][C:13]3[C:8](=[CH:9][CH:10]=[C:11]([Cl:15])[CH:12]=3)[CH2:7]2)=[O:30])[CH2:27][CH2:28][CH2:29]1 |f:1.2|. Procedure: 2-(2-Cyclobutoxy-3-methyl-benzoylamino)-5-chloro-indan-2-carboxylic acid ethyl ester (261) (370 mg, 0.86 mmol) is dissolved in EtOH (50 mL) and set to stir at RT. To this solution is added 5M KOH (3 ml). The reaction mixture is stirred at RT overnight. After concentration in vacuo, the residue is dissolved in water (20 mL) and acidified with conc. HCl to pH 2. The resultant mixture is washed with EtOAc (3×100 ml). Organics are combined and washed with brine, then dried over anhydrous Na2SO4 and ... Starting materials: CN(N=C(C1=C(C=CC=C1F)Cl)Cl)S(=O)(=O)C1=CC=CC=C1 (N-methyl-N-benzenesulfonyl-2-chloro-6-fluorobenzhydrazonoyl chloride), C(#N)C=1SC(=C(C1Cl)Cl)Cl (2-cyano-3,4,5-trichlorothiophene), [Cl-].[Al+3].[Cl-].[Cl-] (aluminum chloride). The solvent is ClC1=C(C=CC=C1)Cl (o-dichlorobenzene). Reaction conditions: temperature 145 celsius, time 2 hour. Product: ClC1=C(C(=CC=C1)F)C1=NN(C(=N1)C=1SC(=C(C1Cl)Cl)Cl)C (3-(2-chloro-6-fluorophenyl)-5-(3,4,5-trichlorothien-2-yl)-1-methyl[1,2,4]triazole). Isolated yield 55.3%. As a reaction SMILES: [CH3:1][N:2](S(C1C=CC=CC=1)(=O)=O)[N:3]=[C:4](Cl)[C:5]1[C:10]([F:11])=[CH:9][CH:8]=[CH:7][C:6]=1[Cl:12].[C:23]([C:25]1[S:26][C:27]([Cl:32])=[C:28]([Cl:31])[C:29]=1[Cl:30])#[N:24].[Cl-].[Al+3].[Cl-].[Cl-]>ClC1C=CC=CC=1Cl>[Cl:12][C:6]1[CH:7]=[CH:8][CH:9]=[C:10]([F:11])[C:5]=1[C:4]1[N:24]=[C:23]([C:25]2[S:26][C:27]([Cl:32])=[C:28]([Cl:31])[C:29]=2[Cl:30])[N:2]([CH3:1])[N:3]=1 |f:2.3.4.5|. Procedure: To a mixture of N-methyl-N-benzenesulfonyl-2-chloro-6-fluorobenzhydrazonoyl chloride (47.5 g, 0.131 mol) and 2-cyano-3,4,5-trichlorothiophene (26.5 g 0.125 mol in o-dichlorobenzene (18 mL), was added aluminum chloride (11.1 g, 0.083 mol). The mixture was lowered into a preheated oil bath maintained at 140-150° C. The mixture was allowed to remain in the hot oil bath 40 min and was then removed from the bath and stirred for 2 hr as it gradually cooled. The reaction mixture was poured into 2N sodi...